Task: describe an organic reaction: reactants, conditions, products, and yield. Dataset: the Open Reaction Database (ORD), a public repository of structured organic reaction records Starting materials: O=C([O-])[O-], CC(=O)c1ccc(O)cc1, CC(C)=O, [K+], [K+], Cc1ccc(S(=O)(=O)OCCNC(=O)OCc2ccccc2)cc1. The product is CC(=O)c1ccc(OCCNC(=O)OCc2ccccc2)cc1. RXN SMILES: [C:35](=[O:36])([O-:37])[O-:38].[CH3:25][C:26](=[O:27])[c:28]1[cH:29][cH:30][c:31]([OH:32])[cH:33][cH:34]1.[CH3:41][C:42](=[O:43])[CH3:44].[K+:39].[K+:40].[c:1]1([CH3:2])[cH:3][cH:4][c:5]([S:6](=[O:7])(=[O:8])[O:10][CH2:11][CH2:12][NH:13][C:14](=[O:15])[O:16][CH2:17][c:18]2[cH:19][cH:20][cH:21][cH:22][cH:23]2)[cH:9][cH:24]1>>[O:10]([CH2:11][CH2:12][NH:13][C:14](=[O:15])[O:16][CH2:17][c:18]1[cH:19][cH:20][cH:21][cH:22][cH:23]1)[c:31]1[cH:30][cH:29][c:28]([C:26]([CH3:25])=[O:27])[cH:34][cH:33]1. Reactants: C(C)OC(CNC1=CC(=C(C=C1)F)Cl)=O (ethyl-2-(3-chloro-4-fluoroanilino)acetate), Li Al, [OH-].[Na+] (NaOH). Solvent: C1CCOC1 (THF). Product: OCCNC1=CC(=C(C=C1)F)Cl (N-(2-hydroxyethyl)3-chloro-4-fluoroaniline). The yield is 90.8%. As a reaction SMILES: C([O:3][C:4](=O)[CH2:5][NH:6][C:7]1[CH:12]=[CH:11][C:10]([F:13])=[C:9]([Cl:14])[CH:8]=1)C.[OH-].[Na+]>C1COCC1>[OH:3][CH2:4][CH2:5][NH:6][C:7]1[CH:12]=[CH:11][C:10]([F:13])=[C:9]([Cl:14])[CH:8]=1 |f:1.2|. Reported procedure: ethyl-2-(3-chloro-4-fluoroanilino)acetate (J. Med. Chem. 1965, 405-407) (2 g, 8.6 mmol) in THF (15 ml) ether (10 ml) was treated with Li Al H4 (460 mg, 12.1 mmol) at 40° C. for 4 hours. The mixture was then poured onto ice, treated with NaOH (2N, 10 ml), extracted with ethyl acetate, dried, evaporated to give title compound (1.48 g, 90%).